Dataset: the Open Reaction Database (ORD), a public repository of structured organic reaction records. Task: describe an organic reaction: reactants, conditions, products, and yield The reactants are O=C1[C@H]([C@H]2COC(=C(N12)C(=O)OCC1=CC=C(C=C1)OC)C1OCCC1)NC(C1=CC=CC=C1)(C1=CC=CC=C1)C1=CC=CC=C1 (4-methoxybenzyl (6S,7S)-8-oxo-3-(tetrahydrofuran-2-yl)-7-(tritylamino)-1-aza-4-oxabicyclo[4.2.0]oct-2-ene-2-carboxylate), NC=1SC=C(N1)/C(/C(=O)O)=N/OC (2-(2-Aminothiazol-4-yl)-2-(Z)-methoxyiminoacetic acid), C(C)(C)N(C(C)C)CC (N,N-diisopropylethylamine), CS(=O)(=O)Cl (methanesulphonyl chloride). Run in CN(C=O)C (dimethylformamide), N1=CC=CC=C1 (pyridine), CN(C=O)C (dimethylformamide). Reaction conditions: time 0.5 hour. Product: NC=1SC=C(N1)/C(/C(=O)N[C@H]1[C@H]2COC(=C(N2C1=O)C(=O)OCC1=CC=C(C=C1)OC)C1OCCC1)=N/OC (4-Methoxybenzyl (6S,7S)-7-[2-(2-Amino thiazol-4-yl)-2-(Z)-methoxyiminoacetamido]-8-oxo-3-(tetrahydrofuran-2-yl)-1aza-4-oxabicyclo[4.2.0]oct-2-ene-2-carboxylate). Yield: 107.0%. As a reaction SMILES: [NH2:1][C:2]1[S:3][CH:4]=[C:5](/[C:7](=[N:11]/[O:12][CH3:13])/[C:8]([OH:10])=O)[N:6]=1.C(N(CC)C(C)C)(C)C.CS(Cl)(=O)=O.[O:28]=[C:29]1[N:36]2[C@H:31]([CH2:32][O:33][C:34]([CH:49]3[CH2:53][CH2:52][CH2:51][O:50]3)=[C:35]2[C:37]([O:39][CH2:40][C:41]2[CH:46]=[CH:45][C:44]([O:47][CH3:48])=[CH:43][CH:42]=2)=[O:38])[C@@H:30]1[NH:54]C(C1C=CC=CC=1)(C1C=CC=CC=1)C1C=CC=CC=1>CN(C)C=O.N1C=CC=CC=1>[NH2:1][C:2]1[S:3][CH:4]=[C:5](/[C:7](=[N:11]/[O:12][CH3:13])/[C:8]([NH:54][C@@H:30]2[C:29](=[O:28])[N:36]3[C@@H:31]2[CH2:32][O:33][C:34]([CH:49]2[CH2:53][CH2:52][CH2:51][O:50]2)=[C:35]3[C:37]([O:39][CH2:40][C:41]2[CH:42]=[CH:43][C:44]([O:47][CH3:48])=[CH:45][CH:46]=2)=[O:38])=[O:10])[N:6]=1. Procedure: A stirred mixture of 2-(Z)-methoxyimino-2-(2-aminothiazol-4-yl)acetic acid (III) (54 mg) and N,N-diisopropylethylamine (0.047 ml) in dimethylformamide (0.3 ml) was cooled to -55° to -60° C. and methanesulphonyl chloride (0.021 ml) was added. The mixture was stirred at the same temperature for 0.5 h and then a solution of 4-methoxybenzyl (6S,7S)-7-amino-8-oxo-3-(tetrahydrofuran-2-yl)-1-aza-4-oxabicyclo[4.2.0]oct-2-ene-2-carboxylate (II) (91 mg) in dimethylformamide (1 ml) was added, followed by p... Starting materials: CCN(CC)CCCNC(=O)c1c(C)[nH]c(C=O)c1C, C1CCNCC1, CCO, O=C1Cc2c(cccc2-c2ccc(F)cc2)N1. The product is CCN(CC)CCCNC(=O)c1c(C)[nH]c(C=C2C(=O)Nc3cccc(-c4ccc(F)cc4)c32)c1C. Reaction SMILES: [CH2:18]([CH3:19])[N:20]([CH2:21][CH2:22][CH2:23][NH:24][C:25](=[O:26])[c:27]1[c:28]([CH3:35])[nH:29][c:30]([CH:33]=[O:34])[c:31]1[CH3:32])[CH2:36][CH3:37].[CH2:38]1[CH2:39][CH2:40][NH:41][CH2:42][CH2:43]1.[CH3:44][CH2:45][OH:46].[F:1][c:2]1[cH:3][cH:4][c:5](-[c:8]2[c:9]3[c:13]([cH:14][cH:15][cH:16]2)[NH:12][C:11](=[O:17])[CH2:10]3)[cH:6][cH:7]1>>[F:1][c:2]1[cH:3][cH:4][c:5](-[c:8]2[c:9]3[c:13]([cH:14][cH:15][cH:16]2)[NH:12][C:11](=[O:17])[C:10]3=[CH:33][c:30]2[nH:29][c:28]([CH3:35])[c:27]([C:25]([NH:24][CH2:23][CH2:22][CH2:21][N:20]([CH2:18][CH3:19])[CH2:36][CH3:37])=[O:26])[c:31]2[CH3:32])[cH:6][cH:7]1. The reactants are C(CS(=O)(=O)O)NC(CO)(CO)CO (TES), N1[C@H](C(=O)O)CCC1 (L-proline), O=C(C(=O)O)CCC(=O)O (2-ketoglutaric acid), ferrous sulfate, O=C1C(O)=C(O)[C@H](O1)[C@@H](O)CO (L-ascorbic acid). Reaction conditions: temperature 100 celsius, time 10 minute. Product: O[C@H]1[C@H](NCC1)C(=O)O (cis-3-hydroxy-L-proline). Reaction SMILES: [CH2:1]([NH:7][C:8]([CH2:13][OH:14])([CH2:11][OH:12])CO)[CH2:2]S(O)(=O)=O.N1CCC[C@H]1C(O)=[O:18].O=C(CCC(O)=O)C(O)=O.O=C1O[C@H]([C@H](CO)O)C(O)=C1O>>[OH:14][C@@H:13]1[CH2:2][CH2:1][NH:7][C@@H:8]1[C:11]([OH:12])=[O:18]. Procedure: The cells, the treated cells or the enzyme preparation are added to 240 mM TES [N-tris(hydroxymethyl)methyl-2-aminoethanesulfonic acid] buffer containing 12 mM L-proline, 24 mM 2-ketoglutaric acid, 4 mM ferrous sulfate and 8 mM L-ascorbic acid to make 250 μl in total. The mixture is kept at 35° C. for 10 minutes. The reaction mixture is heated at 100° C. for 2 minutes to stop the reaction, and the amount of cis-3-hydroxy-L-proline produced in the reaction mixture is determined by HPLC. Starting materials: C1CC12NCCC2 (4-azaspiro[2.4]heptane), CN(C)C(=[N+](C)C)ON1C2=C(C=CC=C2)N=N1.[B-](F)(F)(F)F (TBTU), CCN(C(C)C)C(C)C (DIEA), C1(CC1)COC1=C(C=CC(=N1)C(=O)O)N1CC(C1)(F)F (6-cyclopropylmethoxy-5-(3,3-difluoro-azetidin-1-yl)-pyridine-2-carboxylic acid). Product: C1CC12N(CCC2)C(=O)C2=NC(=C(C=C2)N2CC(C2)(F)F)OCC2CC2 ((4-Aza-spiro[2.4]hept-4-yl)-[6-cyclopropylmethoxy-5-(3,3-difluoro-azetidin-1-yl)-pyridin-2-yl]-methanone). RXN SMILES: [CH:1]1([CH2:4][O:5][C:6]2[N:11]=[C:10]([C:12]([OH:14])=O)[CH:9]=[CH:8][C:7]=2[N:15]2[CH2:18][C:17]([F:20])([F:19])[CH2:16]2)[CH2:3][CH2:2]1.[CH2:21]1[C:23]2([CH2:27][CH2:26][CH2:25][NH:24]2)[CH2:22]1.CN(C(ON1N=NC2C=CC=CC1=2)=[N+](C)C)C.[B-](F)(F)(F)F.CCN(C(C)C)C(C)C>>[CH2:22]1[C:23]2([CH2:27][CH2:26][CH2:25][N:24]2[C:12]([C:10]2[CH:9]=[CH:8][C:7]([N:15]3[CH2:18][C:17]([F:20])([F:19])[CH2:16]3)=[C:6]([O:5][CH2:4][CH:1]3[CH2:2][CH2:3]3)[N:11]=2)=[O:14])[CH2:21]1 |f:2.3|. Reported procedure: In analogy to the procedure described in Example 47 b), 6-cyclopropylmethoxy-5-(3,3-difluoro-azetidin-1-yl)-pyridine-2-carboxylic acid (Example 1 b)) was reacted with 4-azaspiro[2.4]heptane (95442-76-5) in the presence of TBTU and DIEA to obtain the title compound as colorless oil; MS (EI): m/e=364.5 [MH+].